Dataset: the Open Reaction Database (ORD), a public repository of structured organic reaction records. Task: describe an organic reaction: reactants, conditions, products, and yield Reactants: C1CCOC1, COC(=O)c1cc([N+](=O)[O-])c(N)c(C)c1C(=O)OC, Cl, [Na+], [OH-], O. Yields the product COC(=O)c1c(C(=O)O)cc([N+](=O)[O-])c(N)c1C. RXN SMILES: [CH2:23]1[O:24][CH2:25][CH2:26][CH2:27]1.[CH3:1][O:2][C:3]([c:4]1[c:5]([C:6](=[O:7])[O:8][CH3:9])[c:10]([CH3:18])[c:11]([NH2:17])[c:12]([N+:14](=[O:15])[O-:16])[cH:13]1)=[O:19].[ClH:22].[Na+:21].[OH-:20].[OH2:28]>>[O:2]=[C:3]([c:4]1[c:5]([C:6](=[O:7])[O:8][CH3:9])[c:10]([CH3:18])[c:11]([NH2:17])[c:12]([N+:14](=[O:15])[O-:16])[cH:13]1)[OH:19]. The reactants are C(C)(=O)[O-].[Na+] (sodium acetate), COC1=CC=2C3=C(NC2C=C1)C(CC3)=O (1,4-dihydro-7-methoxycyclopent[b]indol-3(2H)-one), Cl.NO (hydroxylamine hydrochloride). Run in O (water), CCO (EtOH), O (water). Reaction conditions: time 8 hour. The product is ON=C1CCC2=C1NC=1C=CC(=CC21)OC (3-Hydroxyimino-7-methoxy-1,2,3,4-tetrahydrocyclopent[b]indole). The yield is 28.6%. As a reaction SMILES: [CH3:1][O:2][C:3]1[CH:11]=[CH:10][C:9]2[NH:8][C:7]3[C:12](=O)[CH2:13][CH2:14][C:6]=3[C:5]=2[CH:4]=1.Cl.[NH2:17][OH:18].C([O-])(=O)C.[Na+]>CCO.O>[OH:18][N:17]=[C:12]1[C:7]2[NH:8][C:9]3[CH:10]=[CH:11][C:3]([O:2][CH3:1])=[CH:4][C:5]=3[C:6]=2[CH2:14][CH2:13]1 |f:1.2,3.4|. Procedure: A stirred solution of 1,2-cyclopentadione mono-4-methoxyphenylhydrazone (6.0 g) in 100 ml of 10% aqueous H2SO4 was heated on a steam bath for 4 hours and thereafter allowed to cool to room temperature and filtered to give 1,4-dihydro-7-methoxycyclopent[b]indol-3(2H)-one as a solid. To the indole (2.6 g) in 25 ml of 95% EtOH was added hydroxylamine hydrochloride (1.7 g) in 15 ml water followed by sodium acetate (2.1 g) in 15 ml water. The mixture was heated at reflux for 2.5 hours and allowed to ...